This data is from the Open Reaction Database (ORD), a public repository of structured organic reaction records. The task is: describe an organic reaction: reactants, conditions, products, and yield Starting materials: O=C([O-])O, CN(C)c1ccncc1, O=C(Cl)CCCl, CC(C)(C)OC(=O)N1CCc2[nH]c3c(N)cccc3c2C1, [Na+], c1ccccc1. Yields the product CC(C)(C)OC(=O)N1CCc2[nH]c3c(NC(=O)CCCl)cccc3c2C1. Reaction SMILES: [C:28](=[O:29])([OH:30])[O-:31].[CH3:39][N:40]([c:41]1[cH:42][cH:43][n:44][cH:45][cH:46]1)[CH3:47].[Cl:22][CH2:23][CH2:24][C:25](=[O:26])[Cl:27].[NH2:1][c:2]1[cH:3][cH:4][cH:5][c:6]2[c:7]3[c:8]([nH:9][c:10]12)[CH2:11][CH2:12][N:13]([C:15](=[O:16])[O:17][C:18]([CH3:19])([CH3:20])[CH3:21])[CH2:14]3.[Na+:32].[cH:33]1[cH:34][cH:35][cH:36][cH:37][cH:38]1>>[NH:1]([c:2]1[cH:3][cH:4][cH:5][c:6]2[c:7]3[c:8]([nH:9][c:10]12)[CH2:11][CH2:12][N:13]([C:15](=[O:16])[O:17][C:18]([CH3:19])([CH3:20])[CH3:21])[CH2:14]3)[C:25]([CH2:24][CH2:23][Cl:22])=[O:26]. Reactants: I(=O)(=O)Cl.I(=O)(=O)Cl.C(C1=CC=CC=C1)[N+](C)(C)C (benzyltrimethylammonium dichloroiodate), OC=1C(=C2CCN(C2=C(C1C)C)C=O)CC(=C)C (2,3-dihydro-5-hydroxy-6,7-dimethyl-4-(2-methyl-2-propenyl)-1H-indole-1-carbaldehyde), C([O-])([O-])=O.[Ca+2] (calcium carbonate). The solvent is ClCCl (dichloromethane), ClCCl (dichloromethane), CO (methanol). Reaction conditions: time 30 minute. Product: ICC1(CC2=C3CCN(C3=C(C(=C2O1)C)C)C=O)C (1,6,7,8-Tetrahydro-2-(iodomethyl)-2,4,5-trimethyl-2H-furo[3,2-e]indole-6-carbaldehyde). Isolated yield 58.5%. Reaction SMILES: [OH:1][C:2]1[C:3]([CH2:15][C:16]([CH3:18])=[CH2:17])=[C:4]2[C:8](=[C:9]([CH3:12])[C:10]=1[CH3:11])[N:7]([CH:13]=[O:14])[CH2:6][CH2:5]2.C(=O)([O-])[O-].[Ca+2].[I:24](Cl)(=O)=O.I(Cl)(=O)=O.C([N+](C)(C)C)C1C=CC=CC=1>ClCCl.CO>[I:24][CH2:17][C:16]1([CH3:18])[O:1][C:2]2[C:3](=[C:4]3[C:8](=[C:9]([CH3:12])[C:10]=2[CH3:11])[N:7]([CH:13]=[O:14])[CH2:6][CH2:5]3)[CH2:15]1 |f:1.2,3.4.5|. Reported procedure: To a suspension of 2,3-dihydro-5-hydroxy-6,7-dimethyl-4-(2-methyl-2-propenyl)-1H-indole-1-carbaldehyde (4.91 g, 20.0 mmol) in dichloromethane (10 mL) and methanol (20 mL) was added calcium carbonate (2.60 g, 26.0 mmol), the mixture was ice-cooled, a solution of benzyltrimethylammonium dichloroiodate (7.66 g, 22.0 mmol) in dichloromethane (20 mL) was added dropwise over 10 minutes under nitrogen atmosphere, and the mixture was stirred at room temperature for 30 minutes. The reaction mixture was f... The reactants are CS(=O)(=O)Cl, ClCCl, OCCC1CCc2c(sc3ncnc(Nc4ccc(OCc5ccccn5)c(Cl)c4)c23)C1. Product: CS(=O)(=O)OCCC1CCc2c(sc3ncnc(Nc4ccc(OCc5ccccn5)c(Cl)c4)c23)C1. Reaction SMILES: [CH3:1][S:2]([Cl:3])(=[O:4])=[O:5].[Cl:38][CH2:39][Cl:40].[Cl:6][c:7]1[cH:8][c:9]([NH:21][c:22]2[c:23]3[c:24]([n:25][cH:26][n:27]2)[s:28][c:29]2[c:30]3[CH2:31][CH2:32][CH:33]([CH2:35][CH2:36][OH:37])[CH2:34]2)[cH:10][cH:11][c:12]1[O:13][CH2:14][c:15]1[n:16][cH:17][cH:18][cH:19][cH:20]1>>[CH3:1][S:2](=[O:4])(=[O:5])[O:37][CH2:36][CH2:35][CH:33]1[CH2:32][CH2:31][c:30]2[c:23]3[c:22]([NH:21][c:9]4[cH:8][c:7]([Cl:6])[c:12]([O:13][CH2:14][c:15]5[n:16][cH:17][cH:18][cH:19][cH:20]5)[cH:11][cH:10]4)[n:27][cH:26][n:25][c:24]3[s:28][c:29]2[CH2:34]1. Starting materials: FC(C=1C=C(C=C2C3=C(CCC4=C2C=CC=C4)C=CC=C3)C=C(C1)C(F)(F)F)(F)F (5-(3,5-bis-trifluoromethyl-benzylidene)-10,11-dihydro-5H-dibenzo [a,d]cycloheptene), C(C)(=O)OCC (ethyl acetate), [H][H] (hydrogen). The reagents and catalysts are [Pd] (Pd/C). Solvent: C(C)O (ethanol). Conditions: time 17 hour. Yields the product FC(C=1C=C(CC2C3=C(CCC4=C2C=CC=C4)C=CC=C3)C=C(C1)C(F)(F)F)(F)F (5-(3,5-Bis-Trifluoromethyl-benzyl)-10,11-dihydro-5H-dibenzo[a,d]cycloheptene). Reaction SMILES: [F:1][C:2]([F:30])([F:29])[C:3]1[CH:4]=[C:5]([CH:22]=[C:23]([C:25]([F:28])([F:27])[F:26])[CH:24]=1)[CH:6]=[C:7]1[C:13]2[CH:14]=[CH:15][CH:16]=[CH:17][C:12]=2[CH2:11][CH2:10][C:9]2[CH:18]=[CH:19][CH:20]=[CH:21][C:8]1=2.C(OCC)(=O)C.[H][H]>C(O)C.[Pd]>[F:1][C:2]([F:29])([F:30])[C:3]1[CH:4]=[C:5]([CH:22]=[C:23]([C:25]([F:28])([F:26])[F:27])[CH:24]=1)[CH2:6][CH:7]1[C:8]2[CH:21]=[CH:20][CH:19]=[CH:18][C:9]=2[CH2:10][CH2:11][C:12]2[CH:17]=[CH:16][CH:15]=[CH:14][C:13]1=2. Reported procedure: Add 5-(3,5-bis-trifluoromethyl-benzylidene)-10,11-dihydro-5H-dibenzo [a,d]cycloheptene (0.28 g, 0.67 mmol) to a mixture of 10% Pd/C (0.08 g) suspended in absolute ethanol (4.0 mL) and ethyl acetate (4.0 mL) and hydrogenate under a balloon of hydrogen at room temperature and pressure. Stir for 17 h, remove the catalyst via filtration through a pad of Celite. Evaporate the filtrate and pass through a plug of silica gel equilibrated with hexanes. Concentrate the filtrate to give the title product. ... Starting materials: CC1(O)OCCC1O[Si](C)(C)C(C)(C)C, CC(C)(C)[Si](C)(C)Cl, CN(C)C=O, c1c[nH]cn1. Product: CC(=O)C(CCO[Si](C)(C)C(C)(C)C)O[Si](C)(C)C(C)(C)C. Reaction SMILES: [C:14]([CH3:15])([CH3:16])([CH3:17])[Si:18]([O:19][CH:20]1[C:21]([CH3:25])([OH:26])[O:22][CH2:23][CH2:24]1)([CH3:27])[CH3:28].[C:6]([CH3:7])([CH3:8])([CH3:9])[Si:10]([CH3:11])([CH3:12])[Cl:13].[O:29]=[CH:30][N:31]([CH3:32])[CH3:33].[nH:1]1[cH:2][cH:3][n:4][cH:5]1>>[C:6]([CH3:7])([CH3:8])([CH3:9])[Si:10]([CH3:11])([CH3:12])[O:22][CH2:23][CH2:24][CH:20]([O:19][Si:18]([C:14]([CH3:15])([CH3:16])[CH3:17])([CH3:27])[CH3:28])[C:21]([CH3:25])=[O:26]. Starting materials: NC1=C(C=C(C=C1)Cl)NC1=NC(=C2NC(N(C2=N1)C1CCOCC1)=O)C1=CC=NC=C1 (2-(2-amino-5-chlorophenylamino)-6-(pyridin-4-yl)-9-(tetrahydro-2H-pyran-4-yl)-7H-purin-8(9H)-one), COC(OC)OC (trimethylorthoformate), C1(=CC=C(C=C1)S(=O)(=O)O)C (p-toluene sulfonic acid). Solvent: CO (methanol). Run at time 4 hour. Product: ClC=1C=CC2=C(N(C=N2)C2=NC(=C3NC(N(C3=N2)C2CCOCC2)=O)C2=CC=NC=C2)C1 (2-(6-chloro-1H-benzo[d]imidazol-1-yl)-6-(pyridin-4-yl)-9-(tetrahydro-2H-pyran-4-yl)-7H-purin-8(9H)-one). Isolated yield 18.0%. As a reaction SMILES: [NH2:1][C:2]1[CH:7]=[CH:6][C:5]([Cl:8])=[CH:4][C:3]=1[NH:9][C:10]1[N:18]=[C:17]2[C:13]([NH:14][C:15](=[O:25])[N:16]2[CH:19]2[CH2:24][CH2:23][O:22][CH2:21][CH2:20]2)=[C:12]([C:26]2[CH:31]=[CH:30][N:29]=[CH:28][CH:27]=2)[N:11]=1.[CH3:32]OC(OC)OC.C1(C)C=CC(S(O)(=O)=O)=CC=1>CO>[Cl:8][C:5]1[CH:6]=[CH:7][C:2]2[N:1]=[CH:32][N:9]([C:10]3[N:18]=[C:17]4[C:13]([NH:14][C:15](=[O:25])[N:16]4[CH:19]4[CH2:24][CH2:23][O:22][CH2:21][CH2:20]4)=[C:12]([C:26]4[CH:27]=[CH:28][N:29]=[CH:30][CH:31]=4)[N:11]=3)[C:3]=2[CH:4]=1. Reported procedure: To a vial containing crude 2-(2-amino-5-chlorophenylamino)-6-(pyridin-4-yl)-9-(tetrahydro-2H-pyran-4-yl)-7H-purin-8(9H)-one (0.015 mmol) was added anhydrous methanol (2.5 mL), followed by anhydrous trimethylorthoformate (0.5 mL) and p-toluene sulfonic acid (1 mg) and the reaction mixture was stirred under Ar at room temperature for 4 h (HPLC monitoring). Preparative HPLC purification, after evaporation of solvent and drying, provided the desired product (1.2 mg, 18% yield on two steps), as a yel...